This data is from the Open Reaction Database (ORD), a public repository of structured organic reaction records. The task is: describe an organic reaction: reactants, conditions, products, and yield Reactants: C(=O)(OC(C)(C)C)N[C@@H]1CC[C@@H](CC1)C(=O)OC1=CC(=C(C(=O)OC)C=C1)OC (methyl 4-[N-Boc-cis-1-amino-4-cyclohexanoyloxy]-2-methoxybenzoate), O (H2O), O[Li].O (LiOH.H2O). Yields the product C(=O)(OC(C)(C)C)N[C@@H]1CC[C@@H](CC1)C(=O)OC1=CC(=C(C(=O)O)C=C1)OC (4-[N-Boc-cis-1-amino-4-cyclohexanoyloxy]-2-methoxybenzoic acid). Conditions: temperature 45 celsius. Procedure details: To a stirred solution of methyl 4-[N-Boc-cis-1-amino-4-cyclohexanoyloxy]-2-methoxybenzoate (220 mg, 0.52 mmol) in THF:H2O (5 mL: 1 mL) was added LiOH.H2O (67.6 mg, 1.59 mmol). The reaction was heated to 45° C. over 12 h and then cooled to ambient temperature. The solvent was removed under reduced pressure. The crude solid passed through a plug of silca gel packed in 50:50 MeOH:CH2Cl2 and eluted with same. The solvent was removed under reduced pressure to afford 4-[N-Boc-cis-1-amino-4-cyclohexano... As a reaction SMILES: [C:1]([NH:8][C@H:9]1[CH2:14][CH2:13][C@@H:12]([C:15]([O:17][C:18]2[CH:27]=[CH:26][C:21]([C:22]([O:24]C)=[O:23])=[C:20]([O:28][CH3:29])[CH:19]=2)=[O:16])[CH2:11][CH2:10]1)([O:3][C:4]([CH3:7])([CH3:6])[CH3:5])=[O:2].O.O[Li].O>C1COCC1>[C:1]([NH:8][C@H:9]1[CH2:14][CH2:13][C@@H:12]([C:15]([O:17][C:18]2[CH:27]=[CH:26][C:21]([C:22]([OH:24])=[O:23])=[C:20]([O:28][CH3:29])[CH:19]=2)=[O:16])[CH2:11][CH2:10]1)([O:3][C:4]([CH3:7])([CH3:6])[CH3:5])=[O:2] |f:2.3|. Run in C1CCOC1 (THF).